Dataset: the Open Reaction Database (ORD), a public repository of structured organic reaction records. Task: describe an organic reaction: reactants, conditions, products, and yield Starting materials: CC(C)(C)NCCCN, ClCCl, CCCNC(=O)c1ccc(C)c(-c2nc(S(C)=O)nc3c2CNC(=O)N3c2c(F)cccc2F)c1. Product: CCCNC(=O)c1ccc(C)c(-c2nc(NCCCNC(C)(C)C)nc3c2CNC(=O)N3c2c(F)cccc2F)c1. RXN SMILES: [CH3:36][C:37]([CH3:38])([CH3:39])[NH:40][CH2:41][CH2:42][CH2:43][NH2:44].[Cl:45][CH2:46][Cl:47].[F:1][c:2]1[c:3]([N:9]2[C:10](=[O:35])[NH:11][CH2:12][c:13]3[c:14]2[n:15][c:16]([S:32]([CH3:33])=[O:34])[n:17][c:18]3-[c:19]2[cH:20][c:21]([C:22](=[O:23])[NH:24][CH2:25][CH2:26][CH3:27])[cH:28][cH:29][c:30]2[CH3:31])[c:4]([F:8])[cH:5][cH:6][cH:7]1>>[F:1][c:2]1[c:3]([N:9]2[C:10](=[O:35])[NH:11][CH2:12][c:13]3[c:14]2[n:15][c:16]([NH:44][CH2:43][CH2:42][CH2:41][NH:40][C:37]([CH3:36])([CH3:38])[CH3:39])[n:17][c:18]3-[c:19]2[cH:20][c:21]([C:22](=[O:23])[NH:24][CH2:25][CH2:26][CH3:27])[cH:28][cH:29][c:30]2[CH3:31])[c:4]([F:8])[cH:5][cH:6][cH:7]1. The reactants are CC(C)(C)[O-], CS(C)=O, [I-], [K+], [Na+], O, CN1CCN(Cc2c(O)ccc3c2OCO3)CC1, BrCCCc1ccccc1. The product is CN1CCN(Cc2c(OCCCc3ccccc3)ccc3c2OCO3)CC1. RXN SMILES: [CH3:31][C:32]([CH3:33])([O-:34])[CH3:35].[CH3:37][S:38]([CH3:39])=[O:40].[I-:30].[K+:36].[Na+:29].[OH2:41].[OH:11][c:12]1[c:13]([CH2:21][N:22]2[CH2:23][CH2:24][N:25]([CH3:28])[CH2:26][CH2:27]2)[c:14]2[c:15]([cH:19][cH:20]1)[O:16][CH2:17][O:18]2.[c:1]1([CH2:7][CH2:8][CH2:9][Br:10])[cH:2][cH:3][cH:4][cH:5][cH:6]1>>[c:1]1([CH2:7][CH2:8][CH2:9][O:11][c:12]2[c:13]([CH2:21][N:22]3[CH2:23][CH2:24][N:25]([CH3:28])[CH2:26][CH2:27]3)[c:14]3[c:15]([cH:19][cH:20]2)[O:16][CH2:17][O:18]3)[cH:2][cH:3][cH:4][cH:5][cH:6]1. The reactants are FC=1C=C(COC2=NC(=C(C=C2C(=O)OC)C2=CC=C(C=C2)Cl)C2=C(C=C(C=C2)Cl)Cl)C=CC1F (Methyl 2-(3,4-difluorobenzyloxy)-6-(2,4-dichlorophenyl)-5-(4-chlorophenyl)pyridine-3-carboxylate), [OH-].[Na+] (sodium hydroxide), Cl (hydrochloric acid). Solvent: O (water), CO (methanol). Conditions: time 20 hour. Yields the product FC=1C=C(COC2=NC(=C(C=C2C(=O)O)C2=CC=C(C=C2)Cl)C2=C(C=C(C=C2)Cl)Cl)C=CC1F (2-(3,4-difluorobenzyloxy)-6-(2,4-dichlorophenyl)-5-(4-chlorophenyl)pyridine-3-carboxylic acid). As a reaction SMILES: [F:1][C:2]1[CH:3]=[C:4]([CH:32]=[CH:33][C:34]=1[F:35])[CH2:5][O:6][C:7]1[C:12]([C:13]([O:15]C)=[O:14])=[CH:11][C:10]([C:17]2[CH:22]=[CH:21][C:20]([Cl:23])=[CH:19][CH:18]=2)=[C:9]([C:24]2[CH:29]=[CH:28][C:27]([Cl:30])=[CH:26][C:25]=2[Cl:31])[N:8]=1.[OH-].[Na+].Cl>CO.O>[F:1][C:2]1[CH:3]=[C:4]([CH:32]=[CH:33][C:34]=1[F:35])[CH2:5][O:6][C:7]1[C:12]([C:13]([OH:15])=[O:14])=[CH:11][C:10]([C:17]2[CH:22]=[CH:21][C:20]([Cl:23])=[CH:19][CH:18]=2)=[C:9]([C:24]2[CH:29]=[CH:28][C:27]([Cl:30])=[CH:26][C:25]=2[Cl:31])[N:8]=1 |f:1.2|. Reported procedure: To a solution of methyl 2-(3,4-difluorobenzyloxy)-6-(2,4-dichlorophenyl)-5-(4-chlorophenyl)pyridine-3-carboxylate (150 mg, 0.28 mmol) from Example 76 in methanol (3 mL) was added 5N sodium hydroxide (0.170 mL, 0.84 mmol). The reaction was stirred at rt for 20 h and then at 40° C. for 2 h. The reaction was diluted with water, acidified with 2N hydrochloric acid, and extracted twice with methylene chloride. The organic layers were washed with a portion of brine and the combined organic layers were... Reactants: C(C)(=O)C1=CC=C(C#N)C=C1 (4-acetylbenzonitrile), C1(=CC=C(C=C1)S(=O)(=O)C[N+]#[C-])C (p-toluenesulfonylmethylisocyanide), CC(C)([O-])C.[K+] (potassium tert-butoxide), COCCOC (ethylene glycol dimethyl ether). Run in C(C)O (ethanol). Reaction conditions: time 0.5 hour. Product: C(#N)C1=CC=C(C=C1)CCC#N (2-(4-cyanophenyl)ethylcyanide). The yield is 70.4%. As a reaction SMILES: CC(C)([O-])C.[K+].COCCOC.[C:13]([C:16]1[CH:23]=[CH:22][C:19]([C:20]#[N:21])=[CH:18][CH:17]=1)(=O)[CH3:14].C1(C)C=CC(S([CH2:33][N+:34]#[C-])(=O)=O)=CC=1>C(O)C>[C:20]([C:19]1[CH:22]=[CH:23][C:16]([CH2:13][CH2:14][C:33]#[N:34])=[CH:17][CH:18]=1)#[N:21] |f:0.1|. Procedure details: 1.40 g (1.25 mmole) of potassium tert-butoxide was added to a 17 ml ethylene glycol dimethyl ether solution containing 0.73 g (5 mmole) of 4-acetylbenzonitrile, 0.5 ml of ethanol and 1.27 g (6.5 mmole) of p-toluenesulfonylmethylisocyanide under ice-cooling; then the mixture was stirred at room temperature for 0.5 hour and then at 40° C. for an additional hour. After the reaction mixture was cooled by allowing to stand at room temperature, it was filtered under reduced pressure and the filtrate w...